From a dataset of the Open Reaction Database (ORD), a public repository of structured organic reaction records. describe an organic reaction: reactants, conditions, products, and yield The reactants are [N+](=O)([O-])C1=CN=C(N1C)C1=NN=C2N1N=C(C=C2)N=COCC (3-(5-nitro-1-methyl-2-imidazolyl)-6-ethoxymethyleneamino-s-triazolo[ 4,3-b]pyridazine), OC1CCNCC1 (4-hydroxypiperidine), C(C)(C)O (isopropanol), O1CCOCC1 (dioxan). The solvent is CN1C(CCC1)=O (N-methylpyrrolidone). Run at time 30 minute. Yields the product [N+](=O)([O-])C1=CN=C(N1C)C1=NN=C2N1N=C(C=C2)N=CN2CCC(CC2)O (3-(5-nitro-1-methyl-2-imidazolyl)-6-(4-hydroxy-1-piperidinyl-methyleneamino)-s-triazolo[ 4,3-b]pyridazine). RXN SMILES: [N+:1]([C:4]1[N:8]([CH3:9])[C:7]([C:10]2[N:14]3[N:15]=[C:16]([N:19]=[CH:20]OCC)[CH:17]=[CH:18][C:13]3=[N:12][N:11]=2)=[N:6][CH:5]=1)([O-:3])=[O:2].C(O)(C)C.O1CCOCC1.[OH:34][CH:35]1[CH2:40][CH2:39][NH:38][CH2:37][CH2:36]1>CN1CCCC1=O>[N+:1]([C:4]1[N:8]([CH3:9])[C:7]([C:10]2[N:14]3[N:15]=[C:16]([N:19]=[CH:20][N:38]4[CH2:39][CH2:40][CH:35]([OH:34])[CH2:36][CH2:37]4)[CH:17]=[CH:18][C:13]3=[N:12][N:11]=2)=[N:6][CH:5]=1)([O-:3])=[O:2]. Reported procedure: 1.2 g. crude 3-(5-nitro-1-methyl-2-imidazolyl)-6-ethoxymethyleneamino-s-triazolo[ 4,3-b]pyridazine dissolved in 13 ml. of a mixture of isopropanol and dioxan ( 7:3), was mixed, N-methylpyrrolidone while stirring at 20° C., with 4-hydroxypiperidine. After 30 minutes, the precipitated crystals were filtered off with suction, washed with isopropanol and water and dried at 120° C. in a vacuum. There was thus obtained 0.6 g. of the desired 3-(5-nitro-1-methyl- 2-imidazolyl)-6-(4-hydroxy-1-piperidinyl... Reactants: C(C)OC(=O)C=1NC2=CC=C(C=C2C1)C1=NC=C(C=C1)C(F)(F)F (5-(5-trifluoromethylpyrid-2-yl)-1H-indole-2-carboxylic acid ethyl ester), C1(CCCC1)OC1=CC=C(C=N1)B(O)O (6-cyclopentoxypyridine-3-boronic acid), ester. The product is C1(CCCC1)OC1=CC=C(C=N1)N1C(=CC2=CC(=CC=C12)C1=NC=C(C=C1)C(F)(F)F)C(=O)O (1-(6-Cyclopentoxypyrid-3-yl)-5-(5-trifluoromethylpyrid-2-yl)-1-H-indole-2-carboxylic acid). RXN SMILES: C([O:3][C:4]([C:6]1[NH:7][C:8]2[C:13]([CH:14]=1)=[CH:12][C:11]([C:15]1[CH:20]=[CH:19][C:18]([C:21]([F:24])([F:23])[F:22])=[CH:17][N:16]=1)=[CH:10][CH:9]=2)=[O:5])C.[CH:25]1([O:30][C:31]2[N:36]=[CH:35][C:34](B(O)O)=[CH:33][CH:32]=2)[CH2:29][CH2:28][CH2:27][CH2:26]1>>[CH:25]1([O:30][C:31]2[N:36]=[CH:35][C:34]([N:7]3[C:8]4[C:13](=[CH:12][C:11]([C:15]5[CH:20]=[CH:19][C:18]([C:21]([F:22])([F:24])[F:23])=[CH:17][N:16]=5)=[CH:10][CH:9]=4)[CH:14]=[C:6]3[C:4]([OH:3])=[O:5])=[CH:33][CH:32]=2)[CH2:26][CH2:27][CH2:28][CH2:29]1. Reported procedure: The title compound was prepared in accordance with Example 36(d) from 5-(5-trifluoromethylpyrid-2-yl)-1H-indole-2-carboxylic acid ethyl ester (see Example 8(b)) and 6-cyclopentoxypyridine-3-boronic acid (see Example 36(c)), followed by ester hydrolysis (see Example 36(e)).